From a dataset of the Open Reaction Database (ORD), a public repository of structured organic reaction records. describe an organic reaction: reactants, conditions, products, and yield Starting materials: OCC(CNCC(CO)(C)C)(C)C (3-(3-Hydroxy-2,2-dimethyl-propylamino)-2,2-dimethyl-propan-1-ol), C(C)(OCC)(OCC)OCC (triethyl orthoacetate), C=1(C(=CC=CC1)S(=O)(=O)O)C (toluene sulfonic acid). Product: CC1(COC2(OCC(CN2C1)(C)C)CCCC)C (3,3,6,6,-Tetramethyl-8a-butyl-tetrahydro-1,8-dioxa4a-aza-naphthalene). Reaction SMILES: [OH:1][CH2:2][C:3]([CH3:13])([CH3:12])[CH2:4][NH:5][CH2:6][C:7]([CH3:11])([CH3:10])[CH2:8][OH:9].C(OCC)(OCC)(OCC)C.[C:25]1(C)[C:26](S(O)(=O)=O)=[CH:27]C=[CH:29][CH:30]=1>>[CH3:10][C:7]1([CH3:11])[CH2:6][N:5]2[C:29]([CH2:30][CH2:25][CH2:26][CH3:27])([O:1][CH2:2][C:3]([CH3:13])([CH3:12])[CH2:4]2)[O:9][CH2:8]1. Procedure details: 3-(3-Hydroxy-2,2-dimethyl-propylamino)-2,2-dimethyl-propan-1-ol (128.0 g, 0.68 mol), triethyl orthoacetate (162.0 g, 1.00 mol) and toluene sulfonic acid (2.0 g) were charged into a oven dried round bottom flask equipped with a stirring bar, distillation head and under nitrogen. The resulting solution was heated until the theoretical amount of methanol was collected. The reaction was cooled to room temperature and triethylamine added to neutralize the acid. Fractional vacuum distillations (twice)...